Dataset: the Open Reaction Database (ORD), a public repository of structured organic reaction records. Task: describe an organic reaction: reactants, conditions, products, and yield Starting materials: C(C=C)C1=C(COCC2=NN3C(N=C(C(=C3N3CCC(CC3)(C)OCC=C)[C@@H](C(=O)OCC)OC(C)(C)C)C)=C2)C=CC(=C1)F ((S)-ethyl 2-(2-(((2-allyl-4-fluorobenzyl)oxy)methyl)-7-(4-(allyloxy)-4-methylpiperidin-1-yl)-5-methylpyrazolo[1,5-a]pyrimidin-6-yl)-2-(tert-butoxy)acetate), [BH4-].[Na+] (Sodium borohydride). The reagents and catalysts are Cl[Ru]([P](C1CCCCC1)(C2CCCCC2)C3CCCCC3)(=CC4=CC=CC=C4)(Cl)=C5N(C6=C(C)C=C(C)C=C6C)CCN5C7=C(C)C=C(C)C=C7C (Grubbs II). Solvent: C(Cl)Cl (DCM). Reaction conditions: time 1 hour. The product is C(C)(C)(C)O[C@H](C(=O)OCC)C1=C2N3CCC(OCCCCC=4C=C(C=CC4COCC4=NN2C(N=C1C)=C4)F)(CC3)C (ethyl (2S)-2-(tert-butoxy)-2-{16-fluoro-4,24-dimethyl-11,23-dioxa-1,5,7,8-tetraazapentacyclo[22.2.2.16,9.02,7.013,18]nonacosa-2,4,6(29),8,13(18),14,16-heptaen-3-yl}acetate). Isolated yield 44.6%. RXN SMILES: [CH2:1]([C:4]1[CH:44]=[C:43]([F:45])[CH:42]=[CH:41][C:5]=1[CH2:6][O:7][CH2:8][C:9]1[CH:40]=[C:12]2[N:13]=[C:14]([CH3:39])[C:15]([C@H:28]([O:34][C:35]([CH3:38])([CH3:37])[CH3:36])[C:29]([O:31][CH2:32][CH3:33])=[O:30])=[C:16]([N:17]3[CH2:22][CH2:21][C:20]([O:24][CH2:25][CH:26]=[CH2:27])([CH3:23])[CH2:19][CH2:18]3)[N:11]2[N:10]=1)C=C.[BH4-].[Na+]>Cl[Ru](=C1N(C2C(C)=CC(C)=CC=2C)CCN1C1C(C)=CC(C)=CC=1C)(Cl)(=CC1C=CC=CC=1)[P](C1CCCCC1)(C1CCCCC1)C1CCCCC1.C(Cl)Cl>[C:35]([O:34][C@@H:28]([C:15]1[C:14]([CH3:39])=[N:13][C:12]2=[CH:40][C:9]3=[N:10][N:11]2[C:16]=1[N:17]1[CH2:22][CH2:21][C:20]([CH3:23])([O:24][CH2:25][CH2:26][CH2:27][CH2:1][C:4]2[CH:44]=[C:43]([F:45])[CH:42]=[CH:41][C:5]=2[CH2:6][O:7][CH2:8]3)[CH2:19][CH2:18]1)[C:29]([O:31][CH2:32][CH3:33])=[O:30])([CH3:37])([CH3:38])[CH3:36] |f:1.2,^1:80|. Reported procedure: A mixture of (S)-ethyl 2-(2-(((2-allyl-4-fluorobenzyl)oxy)methyl)-7-(4-(allyloxy)-4-methylpiperidin-1-yl)-5-methylpyrazolo[1,5-a]pyrimidin-6-yl)-2-(tert-butoxy)acetate (70 mg, 0.112 mmol) and Grubbs II catalyst (95 mg, 0.112 mmol) in DCM (70 mL) was refluxed for 2 h. It was then concentrated and the residue was dissolved in MeOH (2 mL). Sodium borohydride (4.25 mg, 0.112 mmol) was added and the reaction mixture was stirred at rt for 1 h. It was then extracted with EtOAc, washed with water. The o... Starting materials: CCCCOC(=O)NC1CCN(c2c(F)cc3c(=O)c(C(=O)O)cn(C4CC4)c3c2F)C1, O=C(O)C(F)(F)F. Yields the product NC1CCN(c2c(F)cc3c(=O)c(C(=O)O)cn(C4CC4)c3c2F)C1. RXN SMILES: [CH2:1]([O:2][C:3](=[O:4])[NH:8][CH:9]1[CH2:10][N:11]([c:14]2[c:15]([F:32])[cH:16][c:17]3[c:18](=[O:31])[c:19]([C:28](=[O:29])[OH:30])[cH:20][n:21]([CH:25]4[CH2:26][CH2:27]4)[c:22]3[c:23]2[F:24])[CH2:12][CH2:13]1)[CH2:5][CH2:6][CH3:7].[OH:33][C:34]([C:35]([F:36])([F:37])[F:38])=[O:39]>>[NH2:8][CH:9]1[CH2:10][N:11]([c:14]2[c:15]([F:32])[cH:16][c:17]3[c:18](=[O:31])[c:19]([C:28](=[O:29])[OH:30])[cH:20][n:21]([CH:25]4[CH2:26][CH2:27]4)[c:22]3[c:23]2[F:24])[CH2:12][CH2:13]1. Starting materials: C(C)(C)C1=CC=C(C=C1)C1=NNC(O1)=O (5-(4-Isopropylphenyl)-1,3,4-oxadiazol-2(3H)-one), [OH-].[Na+] (sodium hydroxide). Reagents/catalysts: [Br-].C(CCC)[N+](CCCC)(CCCC)CCCC (tetra-n-butylammonium bromide). Run in ClCCl (dichloromethane). Product: C(C)(C)C1=CC=C(C=C1)C1=NN(C(O1)=O)CC1=CC=C(C(=O)OC)C=C1 (methyl 4-{[5-(4-isopropylphenyl)-2-oxo-1,3,4-oxadiazol-3(2H)-yl]methyl}benzoate). Yield: 184.5%. Reaction SMILES: [CH:1]([C:4]1[CH:9]=[CH:8][C:7]([C:10]2[O:14][C:13](=[O:15])[NH:12][N:11]=2)=[CH:6][CH:5]=1)([CH3:3])[CH3:2].[OH-:16].[Na+]>ClCCl.[Br-].C([N+](CCCC)(CCCC)CCCC)CCC>[CH:1]([C:4]1[CH:9]=[CH:8][C:7]([C:10]2[O:14][C:13](=[O:15])[N:12]([CH2:1][C:4]3[CH:9]=[CH:8][C:7]([C:10]([O:14][CH3:13])=[O:16])=[CH:6][CH:5]=3)[N:11]=2)=[CH:6][CH:5]=1)([CH3:3])[CH3:2] |f:1.2,4.5|. Procedure details: 5-(4-Isopropylphenyl)-1,3,4-oxadiazol-2(3H)-one (0.41 g, 2.0 mmol) is dissolved in dichloromethane (5 mL) and stirred vigorously with methyl 4-bromomethylbenoate (0.50 g, 2.2 mmol) in the presence of sodium hydroxide (1.25 N, 1.76 mL, 2.2 mmol) and tetra-n-butylammonium bromide (0.07 g, 0.022 mmol) at room temperature overnight. The solvent is removed in vacuum, and the residue is treated with water. The precipitate is collected by filtration, washed with hexanes thoroughly and dried in the air ... Reactants: BrC(CCCSC1=NN=NC2=C1C=CC=C2)(F)F (4-(4-bromo-4,4-difluorobutylthio)-1,2,3-benzotriazine), SC1=NN=NC2=C1C=CC=C2 (4-mercapto-1,2,3-benzotriazine), CS(=O)(=O)OCCCC(F)(F)Br (4-bromo-4,4-difluorobutyl methanesulfonate), C([O-])([O-])=O.[K+].[K+] (potassium carbonate). The solvent is CCCCCC (hexane), C(C)(=O)OCC (ethyl acetate), CC(=O)C (acetone). Yields the product FC(=CCCSC1=NN=NC2=C1C=CC=C2)F (4-(4,4-difluorobut-3-enylthio)-1,2,3-benzotriazine). RXN SMILES: SC1C2C=CC=CC=2N=NN=1.CS(OCCCC(Br)(F)F)(=O)=O.C(=O)([O-])[O-].[K+].[K+].Br[C:31]([F:47])([F:46])[CH2:32][CH2:33][CH2:34][S:35][C:36]1[C:41]2[CH:42]=[CH:43][CH:44]=[CH:45][C:40]=2[N:39]=[N:38][N:37]=1>CC(C)=O.CCCCCC.C(OCC)(=O)C>[F:47][C:31]([F:46])=[CH:32][CH2:33][CH2:34][S:35][C:36]1[C:41]2[CH:42]=[CH:43][CH:44]=[CH:45][C:40]=2[N:39]=[N:38][N:37]=1 |f:2.3.4|. Procedure: The product of Step 1 (1 g) 4-bromo-4,4-difluorobutyl methanesulfonate (1.65 g) and potassium carbonate (0.852 g) were stirred together in acetone (30 cm3) at ambient temperature for 36 hours. Inorganic solids were removed by filtration and the filtrate evaporated under reduced pressure to give a brown oil. Chromatography on silica gel using 1:4 ethyl acetate:hexane as eluant gave two yellow oils (ea 0.5 g). The first-eluted oil was identified as N-alkylated material and the second was the desir... Reactants: C(C(O)C(O)C(=O)O)(=O)O.C(C1=CC=CC=C1)OC[C@@H]1CC[C@H](CC1)[C@@H]1NCCC1 (trans-(R)-2-[4-(benzyloxymethyl)cyclohexyl]pyrrolidine tartaric acid salt). Solvent: [OH-].[Na+] (NaOH). Product: C(C1=CC=CC=C1)OC[C@@H]1CC[C@H](CC1)[C@@H]1NCCC1 (trans-(R)-2-[4-(benzyloxymethyl)cyclohexyl]pyrrolidine). As a reaction SMILES: C(O)(=O)C(C(C(O)=O)O)O.[CH2:11]([O:18][CH2:19][C@H:20]1[CH2:25][CH2:24][C@H:23]([C@H:26]2[CH2:30][CH2:29][CH2:28][NH:27]2)[CH2:22][CH2:21]1)[C:12]1[CH:17]=[CH:16][CH:15]=[CH:14][CH:13]=1>[OH-].[Na+]>[CH2:11]([O:18][CH2:19][C@H:20]1[CH2:25][CH2:24][C@H:23]([C@H:26]2[CH2:30][CH2:29][CH2:28][NH:27]2)[CH2:22][CH2:21]1)[C:12]1[CH:17]=[CH:16][CH:15]=[CH:14][CH:13]=1 |f:0.1,2.3|. Reported procedure: To a stirred mixture of anhydrous ammonium formate (6.87 g, 0.11 mol) and trans-(S)-2-{(R)-2-[4-benzyloxymethyl)cyclohexyl]pyrrolidin-1-yl}-2-phenylethanol (10.7 g, 0.027 mol) in MeOH (135 mL) is added 10% palladium on carbon (0.54 g), and the resulting mixture is stirred at room temperature under nitrogen atmosphere for 2 hours. Anhydrous ammonium formate (3.45 g) and 10% palladium on carbon (0.54 g) are added, and the mixture is stirred at room temperature under nitrogen atmosphere for another... Reactants: COc1ccc(P2(=S)SP(=S)(c3ccc(OC)cc3)S2)cc1, Cc1ccccc1, CC1OC(=O)Nc2ccc(-c3cccc(F)c3)cc21. Yields the product CC1OC(=S)Nc2ccc(-c3cccc(F)c3)cc21. RXN SMILES: [CH3:20][O:21][c:22]1[cH:23][cH:24][c:25]([P:26]2(=[S:29])[S:27][P:28]([c:30]3[cH:31][cH:32][c:33]([O:34][CH3:35])[cH:36][cH:37]3)(=[S:38])[S:39]2)[cH:40][cH:41]1.[CH3:42][c:43]1[cH:44][cH:45][cH:46][cH:47][cH:48]1.[F:1][c:2]1[cH:3][c:4](-[c:8]2[cH:9][cH:10][c:11]3[c:12]([cH:19]2)[CH:13]([CH3:18])[O:14][C:15](=[O:17])[NH:16]3)[cH:5][cH:6][cH:7]1>>[F:1][c:2]1[cH:3][c:4](-[c:8]2[cH:9][cH:10][c:11]3[c:12]([cH:19]2)[CH:13]([CH3:18])[O:14][C:15](=[S:29])[NH:16]3)[cH:5][cH:6][cH:7]1. Reactants: C(C)(=O)NC=1NC(C(=C(N1)N(C(C)=O)C(C)=O)CCCNC1=CC=C(C(=O)OCC)C=C1)=O (ethyl 4-[3-[2-(acetylamino)-4-(diacetylamino)-1,6-dihydro-6-oxo-5-pyrimidinyl]propylamino]benzoate), [OH-].[Na+] (NaOH). Run in C(C)O (ethyl alcohol). Conditions: temperature 70 celsius. Yields the product NC=1NC(C(=C(N1)N)CCCNC1=CC=C(C(=O)O)C=C1)=O (4-[3-(2,4-diamino-1,6-dihydro-6-oxo-5-pyrimidinyl)propylamino]benzoic acid). The yield is 77.2%. RXN SMILES: C([NH:4][C:5]1[NH:6][C:7](=[O:33])[C:8]([CH2:18][CH2:19][CH2:20][NH:21][C:22]2[CH:32]=[CH:31][C:25]([C:26]([O:28]CC)=[O:27])=[CH:24][CH:23]=2)=[C:9]([N:11](C(=O)C)C(=O)C)[N:10]=1)(=O)C.[OH-].[Na+]>C(O)C>[NH2:4][C:5]1[NH:6][C:7](=[O:33])[C:8]([CH2:18][CH2:19][CH2:20][NH:21][C:22]2[CH:32]=[CH:31][C:25]([C:26]([OH:28])=[O:27])=[CH:24][CH:23]=2)=[C:9]([NH2:11])[N:10]=1 |f:1.2|. Procedure: To a solution of 0.22 g (0.47 mmol) of ethyl 4-[3-[2-(acetylamino)-4-(diacetylamino)-1,6-dihydro-6-oxo-5-pyrimidinyl]propylamino]benzoate in 7.0 ml of 95% ethyl alcohol was added 15 ml of 1.0 N NaOH. The reaction was heated at 70° C. for 20 hours. The mixture was reduced by spin evaporation in vacuo to a 10-ml volume and adjusted to pH 5 with 1.0 N HCl. The precipitate was collected by filtration, washed with water, and dried in vacuo to yield 0.11 g (71% of theory) of 4-[3-(2,4-diamino-1,6-dihy... Starting materials: B, CC(C)=O, CO, [Na], COC(=O)CCCCCC(=O)c1ccc(-n2ccnc2)cc1. Yields the product COC(=O)CCCCCC(O)c1ccc(-n2ccnc2)cc1. As a reaction SMILES: [BH3:23].[CH3:25][C:26](=[O:27])[CH3:28].[CH3:29][OH:30].[Na:24].[n:1]1(-[c:6]2[cH:7][cH:8][c:9]([C:10](=[O:11])[CH2:12][CH2:13][CH2:14][CH2:15][CH2:16][C:17](=[O:18])[O:19][CH3:20])[cH:21][cH:22]2)[cH:2][n:3][cH:4][cH:5]1>>[n:1]1(-[c:6]2[cH:7][cH:8][c:9]([CH:10]([OH:11])[CH2:12][CH2:13][CH2:14][CH2:15][CH2:16][C:17](=[O:18])[O:19][CH3:20])[cH:21][cH:22]2)[cH:2][n:3][cH:4][cH:5]1. Reactants: NC1=CC=C(C=C1)NC(=O)N(CC1=CC=NC=C1)C (1-(p-aminophenyl)-3-methyl-3-(4-pyridylmethyl)urea), N1=CC=CC=C1 (pyridine), C(C)(=O)Cl (acetyl chloride). The solvent is O (water). Run at time 30 minute. Product: C(C)(=O)NC1=CC=C(C=C1)NC(=O)N(CC1=CC=NC=C1)C (1-(p-acetamidophenyl)-3-methyl-3-(4-pyridylmethyl)urea). RXN SMILES: [NH2:1][C:2]1[CH:7]=[CH:6][C:5]([NH:8][C:9]([N:11]([CH3:19])[CH2:12][C:13]2[CH:18]=[CH:17][N:16]=[CH:15][CH:14]=2)=[O:10])=[CH:4][CH:3]=1.N1C=CC=CC=1.[C:26](Cl)(=[O:28])[CH3:27]>O>[C:26]([NH:1][C:2]1[CH:7]=[CH:6][C:5]([NH:8][C:9]([N:11]([CH3:19])[CH2:12][C:13]2[CH:14]=[CH:15][N:16]=[CH:17][CH:18]=2)=[O:10])=[CH:4][CH:3]=1)(=[O:28])[CH3:27]. Reported procedure: To a chilled (circa 0° C.) solution of 5.12 gms. (0.02 mole) of 1-(p-aminophenyl)-3-methyl-3-(4-pyridylmethyl)urea (Example 6., supra.) in 75 ml. of pyridine there is added dropwise 1.48 gms. (0.02 mole) of acetyl chloride with stirring, while maintaining the temperature of the reaction mixture at circa 0° C. Stirring is continued for 30 minutes and then the reaction mixture is allowed to stand at room temperature overnight. Solvent is stripped and the residue suspended in water. Upon removal of... The reactants are CCCC(=O)O, Cc1c2c(nc3ccccc13)CCNCC2, [Cl-], c1ccncc1. Product: CCCC(=O)N1CCc2nc3ccccc3c(C)c2CC1. Reaction SMILES: [C:18]([CH2:19][CH2:20][CH3:21])(=[O:22])[OH:23].[CH3:1][c:2]1[c:3]2[c:4]([n:5][c:6]3[cH:7][cH:8][cH:9][cH:10][c:11]13)[CH2:12][CH2:13][NH:14][CH2:15][CH2:16]2.[Cl-:17].[cH:24]1[cH:25][cH:26][n:27][cH:28][cH:29]1>>[CH3:1][c:2]1[c:3]2[c:4]([n:5][c:6]3[cH:7][cH:8][cH:9][cH:10][c:11]13)[CH2:12][CH2:13][N:14]([C:18]([CH2:19][CH2:20][CH3:21])=[O:22])[CH2:15][CH2:16]2.